This data is from the Open Reaction Database (ORD), a public repository of structured organic reaction records. The task is: describe an organic reaction: reactants, conditions, products, and yield Reactants: OC(C)C1=CC=C(C=C1)C1=NC=C(C=N1)OCCCCCCCCCC ((+)-2-{4-(1-hydroxyethyl)phenyl}-5-decyloxypyrimidine), C1(=CC=C(C=C1)S(=O)(=O)OCCCCCC)C (hexyl p-toluenesulfonate), compound ( VI ), [H-].[Na+] (sodium hydride). Solvent: O (water). Reaction conditions: temperature 40 celsius, time 1 hour. The product is C(CCCCC)OC(C)C1=CC=C(C=C1)C1=NC=C(C=N1)OCCCCCCCCCC ((+)-2-{4-(1-hexyloxyethyl)phenyl}-5-decyloxypyrimidine). Isolated yield 82.1%. As a reaction SMILES: [OH:1][CH:2]([C:4]1[CH:9]=[CH:8][C:7]([C:10]2[N:15]=[CH:14][C:13]([O:16][CH2:17][CH2:18][CH2:19][CH2:20][CH2:21][CH2:22][CH2:23][CH2:24][CH2:25][CH3:26])=[CH:12][N:11]=2)=[CH:6][CH:5]=1)[CH3:3].[H-].[Na+].[C:29]1(C)[CH:34]=[CH:33][C:32](S(OCCCCCC)(=O)=O)=[CH:31][CH:30]=1>O>[CH2:33]([O:1][CH:2]([C:4]1[CH:5]=[CH:6][C:7]([C:10]2[N:15]=[CH:14][C:13]([O:16][CH2:17][CH2:18][CH2:19][CH2:20][CH2:21][CH2:22][CH2:23][CH2:24][CH2:25][CH3:26])=[CH:12][N:11]=2)=[CH:8][CH:9]=1)[CH3:3])[CH2:34][CH2:29][CH2:30][CH2:31][CH3:32] |f:1.2|. Procedure: Into 20 ml of anhydrous dlmethylformamide were dissolved 1.78 g (5 millimole) of the (+)-2-{4-(1-hydroxyethyl)phenyl}-5-decyloxypyrimidine obtained in Preparation Example [starting material compound (VI)] 70, and then 0.24 g (6 millimole) of 60% sodium hydride was added thereto, followed by stirring at 40° C. for 1 hour. Subsequently, 1.79 g (7 millimole) of hexyl p-toluenesulfonate were added thereto, to subject to reaction at the same temperature for 2 hours. After completion of the reaction, ... Reactants: C1(=CC=CC=C1)NC1=CC=CC=C1 (phenyl aniline), [S-]C#N (thiocyanate), BrBr (bromine), NC1=C(C=CC=C1)S (2-amino benzenethiol). The product is NC=1SC2=C(N1)C=CC=C2 (2-amino benzthiazole). Reaction SMILES: [NH2:1][C:2]1[CH:7]=[CH:6][CH:5]=[CH:4][C:3]=1[SH:8].[C:9]1([NH:15]C2C=CC=CC=2)C=CC=CC=1.[S-]C#N.BrBr>>[NH2:15][C:9]1[S:8][C:3]2[CH:4]=[CH:5][CH:6]=[CH:7][C:2]=2[N:1]=1. Procedure details: If the desired 2-amino benzenethiol 8-scheme 3 is not commercially available it can be synthesized by reaction of the phenyl aniline with the thiocyanate anion in the presence of an oxidant(like bromine) to produce the 2-amino benzthiazole 7-scheme: 3. This thiazole can then be hydrolyzed to the desired 2-amino benzenethiol 8-scheme with a strong base like NaOH in a protic solvent (i.e., EtOH). Reactants: C(C)(C)N(CC)C(C)C (diisopropylethylamine), Cl.NO (hydroxylamine hydrochloride), C(C)(C)N(CC)C(C)C (diisopropylethylamine), COC1=NC(=NC(=C1)OC)NC(=S)NC(OCC)=O (Ethyl N-[N′-(4,6-dimethoxypyrimidin-2-yl)-thiocarbamoyl]carbamate). The solvent is C(C)O (ethanol). Conditions: time 2.5 hour. Yields the product NC1=NN2C(N=C(C=C2OC)OC)=N1 (2-amino-5,7-dimethoxy[1,2,4]triazolo[1,5-a]pyrimidine). Yield: 81.4%. As a reaction SMILES: [CH3:1][O:2][C:3]1[CH:8]=[C:7]([O:9][CH3:10])[N:6]=[C:5]([NH:11][C:12]([NH:14]C(=O)OCC)=S)[N:4]=1.Cl.NO.C([N:26](C(C)C)CC)(C)C>C(O)C>[NH2:26][C:12]1[N:11]=[C:5]2[N:4]=[C:3]([O:2][CH3:1])[CH:8]=[C:7]([O:9][CH3:10])[N:6]2[N:14]=1 |f:1.2|. Procedure: Ethyl N-[N′-(4,6-dimethoxypyrimidin-2-yl)-thiocarbamoyl]carbamate (0.50 g, 1.7 mmol) was mixed with ethanol (5 mL). To this mixture was added hydroxylamine hydrochloride (0.12 g, 1.7 mmol) and diisopropylethylamine (0.30 mL, 1.7 mmol). The resulting mixture was allowed to stir at room temperature. After 2.5 hours, additional diisopropylethylamine (0.30 mL, 1.7 mmol) was added to the mixture. After 48 hours the ethanol was removed in vacuo and the residue was partitioned between H2O and Et2O to g... Starting materials: ClCC=1N=C2N(C=CC=C2)C1C#CC1=CC=CC=C1 (2-(chloromethyl)-3-(phenylethynyl)imidazo[1,2-a]pyridine), OC=1C=C(C=CC1)NS(=O)(=O)C (N-(3-hydroxyphenyl)methanesulfonamide), C([O-])([O-])=O.[Cs+].[Cs+] (cesium carbonate), [Na+].[Cl-] (NaCl). Run in CN(C=O)C (dimethylformamide). Reaction conditions: temperature 60 celsius, time 3 hour. Product: C1(=CC=CC=C1)C#CC1=C(N=C2N1C=CC=C2)COC=2C=C(C=CC2)NS(=O)(=O)C (N-(3-((3-(phenylethynyl)imidazo[1,2-a]pyridin-2-yl)-methoxy)phenyl)methane sulfonamide). Yield: 19.1%. Reaction SMILES: Cl[CH2:2][C:3]1[N:4]=[C:5]2[CH:10]=[CH:9][CH:8]=[CH:7][N:6]2[C:11]=1[C:12]#[C:13][C:14]1[CH:19]=[CH:18][CH:17]=[CH:16][CH:15]=1.[OH:20][C:21]1[CH:22]=[C:23]([NH:27][S:28]([CH3:31])(=[O:30])=[O:29])[CH:24]=[CH:25][CH:26]=1.C(=O)([O-])[O-].[Cs+].[Cs+].[Na+].[Cl-]>CN(C)C=O>[C:14]1([C:13]#[C:12][C:11]2[N:6]3[CH:7]=[CH:8][CH:9]=[CH:10][C:5]3=[N:4][C:3]=2[CH2:2][O:20][C:21]2[CH:22]=[C:23]([NH:27][S:28]([CH3:31])(=[O:30])=[O:29])[CH:24]=[CH:25][CH:26]=2)[CH:19]=[CH:18][CH:17]=[CH:16][CH:15]=1 |f:2.3.4,5.6|. Procedure: 0.094 g (0.352 mmol) of 2-(chloromethyl)-3-(phenylethynyl)imidazo[1,2-a]pyridine were dissolved in 2 ml of dimethylformamide with magnetic stirring, 121 mg (0.529 mmol) of N-(3-hydroxyphenyl)methanesulfonamide and 0.172 g (0.529 mmol) of cesium carbonate were added. The mixture was stirred at 60° C. for 3 h before being poured onto 15 ml of a saturated NaCl aqueous solution. The aqueous phase was extracted with 2×20 ml of ethyl acetate. The combined organic phases were dried on Na2SO4 which was ... Reactants: CCCCCCCCCCCCCCOc1ccc(CC(=O)Nc2ccccc2CBr)cc1, Cc1cncs1, Cc1ccccc1. Reaction SMILES: [Br:1][CH2:2][c:3]1[c:4]([NH:9][C:10]([CH2:11][c:12]2[cH:13][cH:14][c:15]([O:18][CH2:19][CH2:20][CH2:21][CH2:22][CH2:23][CH2:24][CH2:25][CH2:26][CH2:27][CH2:28][CH2:29][CH2:30][CH2:31][CH3:32])[cH:16][cH:17]2)=[O:33])[cH:5][cH:6][cH:7][cH:8]1.[CH3:34][c:35]1[cH:36][n:37][cH:38][s:39]1.[CH3:40][c:41]1[cH:42][cH:43][cH:44][cH:45][cH:46]1>>[Br-:1].[CH2:2]([c:3]1[c:4]([NH:9][C:10]([CH2:11][c:12]2[cH:13][cH:14][c:15]([O:18][CH2:19][CH2:20][CH2:21][CH2:22][CH2:23][CH2:24][CH2:25][CH2:26][CH2:27][CH2:28][CH2:29][CH2:30][CH2:31][CH3:32])[cH:16][cH:17]2)=[O:33])[cH:5][cH:6][cH:7][cH:8]1)[n+:37]1[cH:36][c:35]([CH3:34])[s:39][cH:38]1. Product: [Br-], CCCCCCCCCCCCCCOc1ccc(CC(=O)Nc2ccccc2C[n+]2csc(C)c2)cc1. Reactants: Cl (HCl), C(C=C)OC=1C=C2CCCC(C2=CC1)=O (3,4-dihydro-6-(2-propenyloxy)-1(2H)-naphthalenone), C(C)N(C1=CC=CC=C1)CC (N,N-diethylaniline), CCOCC (ether). Conditions: time 20.5 hour. Yields the product OC=1C(=C2CCCC(C2=CC1)=O)CC=C (3,4-Dihydro-6-hydroxy-5-(2-propenyl)-1(2H)-naphthalenone). Yield: 60.0%. Reaction SMILES: C([O:4][C:5]1[CH:6]=[C:7]2[C:12](=[CH:13][CH:14]=1)[C:11](=[O:15])[CH2:10][CH2:9][CH2:8]2)C=C.Cl.CCOCC.C(N(CC)[C:25]1[CH:30]=CC=C[CH:26]=1)C>>[OH:4][C:5]1[C:6]([CH2:30][CH:25]=[CH2:26])=[C:7]2[C:12](=[CH:13][CH:14]=1)[C:11](=[O:15])[CH2:10][CH2:9][CH2:8]2. Procedure details: A solution of 12.51 g (61.93 mmol) of 3,4-dihydro-6-(2-propenyloxy)-1(2H)-naphthalenone in 125 mL of N,N-diethylaniline was stirred and heated in a 225°-230° C. oil bath, for 20.5 hr. The resulting dark-amber solution was cooled and poured into 300 mL of cold 3N HCl. The mixture was worked-up with ether in the usual manner giving 12.29 g of a yellow solid which was a mixture of the 5- and 7-allyl isomeric hydroxy naphthalenones. This material was recrystallized from ethyl acetate giving the pure... Reactants: C(C=C)OC=1C=C(N)C(=CC1Cl)F (3-(allyloxy)-4-chloro-6-fluoroaniline), C1C=CCC2C1C(=O)OC2=O (THPA), C(C)(=O)O (acetic acid). Run in O (water). Yields the product C1(C2=C(C(N1)=O)CCCC2)=O (3,4,5,6-tetrahydrophthalimide). RXN SMILES: C(OC1C=C(C(F)=CC=1Cl)[NH2:8])C=C.[CH2:14]1[CH:19]2[C:20](O[C:23](=[O:24])[CH:18]2[CH2:17][CH:16]=[CH:15]1)=[O:21].C(O)(=O)C>O>[C:23]1(=[O:24])[NH:8][C:20](=[O:21])[C:19]2[CH2:14][CH2:15][CH2:16][CH2:17][C:18]1=2. Procedure: A mixture of 9.0 g of 19A, 6.8 g of THPA and 100 mL of glacial acetic acid was heated at reflux temperature for 4 hours. The resulting mixture was cooled to room temperature, poured into 450 mL of water and extracted with ether. The extract phase was washed with water, dried (Na2SO4), and filtered, and the solvent was evaporated from the filtrate. The residue was flash-chromatographed on silica gel, with a 15:85 v:v mixture of ethyl acetate and hexane as eluent, to give N-(3-allyloxy)-4-chloro-6... Reactants: CCO, [Cl-], [Fe], O=[N+]([O-])c1ccc(Oc2cc(Nc3ccccc3)ncn2)cc1, [NH4+]. Product: Nc1ccc(Oc2cc(Nc3ccccc3)ncn2)cc1. Reaction SMILES: [CH3:27][CH2:28][OH:29].[Cl-:24].[Fe:26].[N+:1]([O-:2])(=[O:3])[c:4]1[cH:5][cH:6][c:7]([O:8][c:9]2[cH:10][c:11]([NH:15][c:16]3[cH:17][cH:18][cH:19][cH:20][cH:21]3)[n:12][cH:13][n:14]2)[cH:22][cH:23]1.[NH4+:25]>>[NH2:1][c:4]1[cH:5][cH:6][c:7]([O:8][c:9]2[cH:10][c:11]([NH:15][c:16]3[cH:17][cH:18][cH:19][cH:20][cH:21]3)[n:12][cH:13][n:14]2)[cH:22][cH:23]1. Starting materials: C(N)(=S)C1=CC=C(C(=O)OC)C=C1 (methyl 4-thiocarbamoylbenzoate), C(C)(C)(C)C1=CC=C(C(CBr)=O)C=C1 (4-t-butylphenacyl bromide). Yields the product C(C)(C)(C)C1=CC=C(C=C1)C=1N=C(SC1)C1=CC=C(C(=O)OC)C=C1 (methyl 4-[4-(4-t-butylphenyl)-2-thiazolyl]benzoate). Isolated yield 68.0%. As a reaction SMILES: [C:1]([C:4]1[CH:13]=[CH:12][C:7]([C:8]([O:10][CH3:11])=[O:9])=[CH:6][CH:5]=1)(=[S:3])[NH2:2].[C:14]([C:18]1[CH:27]=[CH:26][C:21]([C:22](=O)[CH2:23]Br)=[CH:20][CH:19]=1)([CH3:17])([CH3:16])[CH3:15]>>[C:14]([C:18]1[CH:19]=[CH:20][C:21]([C:22]2[N:2]=[C:1]([C:4]3[CH:13]=[CH:12][C:7]([C:8]([O:10][CH3:11])=[O:9])=[CH:6][CH:5]=3)[S:3][CH:23]=2)=[CH:26][CH:27]=1)([CH3:17])([CH3:16])[CH3:15]. Reported procedure: In the same manner as in Example 74, methyl 4-thiocarbamoylbenzoate was reacted with 4-t-butylphenacyl bromide to obtain methyl 4-[4-(4-t-butylphenyl)-2-thiazolyl]benzoate. The product was recrystallized from ethanol. Yield: 68%. Pale yellow prisms. Melting point: 154 to 155° C.